This data is from the Open Reaction Database (ORD), a public repository of structured organic reaction records. The task is: describe an organic reaction: reactants, conditions, products, and yield The reactants are C1CCOC1, CC#N, Nc1ccnnc1, O=C(Cl)Oc1ccccc1, c1ccncc1. Product: O=C(Nc1ccnnc1)Oc1ccccc1. RXN SMILES: [CH2:27]1[O:28][CH2:29][CH2:30][CH2:31]1.[CH3:8][C:9]#[N:10].[NH2:1][c:2]1[cH:3][n:4][n:5][cH:6][cH:7]1.[c:17]1([O:23][C:24](=[O:25])[Cl:26])[cH:18][cH:19][cH:20][cH:21][cH:22]1.[cH:11]1[cH:12][cH:13][n:14][cH:15][cH:16]1>>[NH:1]([c:2]1[cH:3][n:4][n:5][cH:6][cH:7]1)[C:24]([O:23][c:17]1[cH:18][cH:19][cH:20][cH:21][cH:22]1)=[O:25]. The reactants are O=C([O-])[O-], O=C1CCc2cc(F)c(F)cc2N1CCCCl, [Cs+], [Cs+], CC(C)(C)C(=O)OCCC1CCNCC1, CN(C)C=O, O. The product is CC(C)(C)C(=O)OCCC1CCN(CCCN2C(=O)CCc3cc(F)c(F)cc32)CC1. As a reaction SMILES: [C:33](=[O:34])([O-:35])[O-:36].[Cl:1][CH2:2][CH2:3][CH2:4][N:5]1[C:6](=[O:17])[CH2:7][CH2:8][c:9]2[cH:10][c:11]([F:16])[c:12]([F:15])[cH:13][c:14]21.[Cs+:37].[Cs+:38].[NH:18]1[CH2:19][CH2:20][CH:21]([CH2:24][CH2:25][O:26][C:27]([C:28]([CH3:29])([CH3:30])[CH3:31])=[O:32])[CH2:22][CH2:23]1.[O:40]=[CH:41][N:42]([CH3:43])[CH3:44].[OH2:39]>>[CH2:2]([CH2:3][CH2:4][N:5]1[C:6](=[O:17])[CH2:7][CH2:8][c:9]2[cH:10][c:11]([F:16])[c:12]([F:15])[cH:13][c:14]21)[N:18]1[CH2:19][CH2:20][CH:21]([CH2:24][CH2:25][O:26][C:27]([C:28]([CH3:29])([CH3:30])[CH3:31])=[O:32])[CH2:22][CH2:23]1. Starting materials: FC(CC(C(=O)N[C@@H](C)C1=CC=CC=C1)C)(F)F (4,4,4-trifluoro-2-methyl-N-[(S)-1-phenylethyl]butyramide). The solvent is industrial methylated spirits, O (Water). Yields the product FC(C[C@H](C(=O)N[C@@H](C)C1=CC=CC=C1)C)(F)F ((R)-4,4,4-trifluoro-2-methyl-N-[(S)-1-phenylethyl]butyramide). The yield is 89.0%. As a reaction SMILES: [F:1][C:2]([F:18])([F:17])[CH2:3][CH:4]([CH3:16])[C:5]([NH:7][C@H:8]([C:10]1[CH:15]=[CH:14][CH:13]=[CH:12][CH:11]=1)[CH3:9])=[O:6]>O>[F:1][C:2]([F:17])([F:18])[CH2:3][C@@H:4]([CH3:16])[C:5]([NH:7][C@H:8]([C:10]1[CH:15]=[CH:14][CH:13]=[CH:12][CH:11]=1)[CH3:9])=[O:6]. Reported procedure: Impure 4,4,4-trifluoro-2-methyl-N-[(S)-1-phenylethyl]butyramide (94(R):6(S)) (5.0 g), prepared by a method similar to that described in step a) above, was dissolved in industrial methylated spirits (18.75 ml) by heating under reflux with stirring. Water (18.75 ml) was then added slowly, while continuing to heat the solution under reflux. The mixture was then heated under reflux for a further 45 minutes, and was then allowed to cool to room temperature, with continued stirring, overnight. The mix...